Task: describe an organic reaction: reactants, conditions, products, and yield. Dataset: the Open Reaction Database (ORD), a public repository of structured organic reaction records The reactants are OCCCCC(=O)[O-].[Na+] (Sodium 5-Hydroxypentanoate), C(C1=CC=CC=C1)Br (benzyl bromide). Reagents/catalysts: [Br-].C(CCC)[N+](CCCC)(CCCC)CCCC (tetrabutylammonium bromide). The solvent is CC(=O)C (acetone). Run at temperature 45 celsius. Product: OCCCCC(=O)OCC1=CC=CC=C1 (Benzyl 5-Hydroxypentanoate). Yield: 176.2%. As a reaction SMILES: [OH:1][CH2:2][CH2:3][CH2:4][CH2:5][C:6]([O-:8])=[O:7].[Na+].[CH2:10](Br)[C:11]1[CH:16]=[CH:15][CH:14]=[CH:13][CH:12]=1>CC(C)=O.[Br-].C([N+](CCCC)(CCCC)CCCC)CCC>[OH:1][CH2:2][CH2:3][CH2:4][CH2:5][C:6]([O:8][CH2:10][C:11]1[CH:16]=[CH:15][CH:14]=[CH:13][CH:12]=1)=[O:7] |f:0.1,4.5|. Procedure details: To a suspension of 569 mg (4.06 mmol) of sodium 5-hydroxypentanoate 69 in 3 mL of acetone was added 1.39 g (0.97 mL, 8.11 mmol, 2.0 equiv) of benzyl bromide and 65 mg (0.203 mmol, 0.05 equiv) of tetrabutylammonium bromide. The mixture was heated at 45° C. for 24 hours, cooled, and concentrated. The residue was dissolved in 200 mL of ethyl acetate, washed with 50 mL portions of 1N aqueous sodium bisulfate, saturated aqueous sodium bicarbonate and saturated aqueous sodium chloride, dried over anhy... Starting materials: C(C)(=O)N1CCC2=CC(=C(C=C12)C(F)(F)F)S (1-Acetyl-5-mercapto-6-trifluoromethylindoline), C(=O)([O-])[O-].[K+].[K+] (K2CO3), IC (iodomethane). Run in CN(C)C=O (DMF). Run at temperature 80 celsius. Product: C(C)(=O)N1CCC2=CC(=C(C=C12)C(F)(F)F)SC (1-Acetyl-5-methylthio-6-trifluoromethylindoline). The yield is 96.5%. RXN SMILES: [C:1]([N:4]1[C:12]2[C:7](=[CH:8][C:9]([SH:17])=[C:10]([C:13]([F:16])([F:15])[F:14])[CH:11]=2)[CH2:6][CH2:5]1)(=[O:3])[CH3:2].[C:18]([O-])([O-])=O.[K+].[K+].IC>CN(C=O)C>[C:1]([N:4]1[C:12]2[C:7](=[CH:8][C:9]([S:17][CH3:18])=[C:10]([C:13]([F:14])([F:16])[F:15])[CH:11]=2)[CH2:6][CH2:5]1)(=[O:3])[CH3:2] |f:1.2.3|. Procedure: A mixture of the thiol (D5) (26 g, 99 mmol), anhydrous K2CO3 (15.12 g, 109 mmol) and iodomethane (18.6 ml, 300 mmol) in dry DMF (100 ml) was heated at 80° C. for 1 h. The reaction mixture was cooled, evaporated in vacuo and partitioned between water (200 ml) and dichloromethane (3×200 ml). The combined organics were washed with water (400 ml), dried (Na2SO4) and evaporated to yield the title compound (26.3 g, 97%) as a yellow oil. Reactants: C(=C)CC(=O)Cl (vinylacetyl chloride), C(CCC)C1=C(C(O)=CC=C1)O (butylpyrocatechol), C(=O)([O-])[O-].[Na+].[Na+] (Na2CO3), NC1=C(C(=O)OC)C=CC(=C1)C(=O)OC (dimethyl aminoterephthalate). Solvent: CC(=O)C (acetone). Yields the product C(C=CC)(=O)NC1=C(C(=O)OC)C=CC(=C1)C(=O)OC (dimethyl N-butenoylaminoterephthalate). Reaction SMILES: [CH2:1]([C:5]1C=CC=[C:7]([OH:8])[C:6]=1O)CCC.C([O-])([O-])=O.[Na+].[Na+].[NH2:19][C:20]1[CH:29]=[C:28]([C:30]([O:32][CH3:33])=[O:31])[CH:27]=[CH:26][C:21]=1[C:22]([O:24][CH3:25])=[O:23].C(CC(Cl)=O)=C>CC(C)=O>[C:7]([NH:19][C:20]1[CH:29]=[C:28]([C:30]([O:32][CH3:33])=[O:31])[CH:27]=[CH:26][C:21]=1[C:22]([O:24][CH3:25])=[O:23])(=[O:8])[CH:6]=[CH:5][CH3:1] |f:1.2.3|. Reported procedure: 110 mg of butylpyrocatechol (as a polymerization inhibitor) and 180 g of dry Na2CO3 (anhydrous) are added to 167.4 g (0.8 mol) of dimethyl aminoterephthalate in 3 1 of acetone. 89 g (0.85 mol) of vinylacetyl chloride are added dropwise to this mixture at 35°-40 ° C. in the course of 20 minutes and the mixture is then boiled under reflux for 4 hours. The filtered solution is concentrated to 1 1 and the concentrate is crystallized in the cold. The crystals of dimethyl N-butenoylaminoterephthalate ...